This data is from the Open Reaction Database (ORD), a public repository of structured organic reaction records. The task is: describe an organic reaction: reactants, conditions, products, and yield The reactants are CCB(CC)c1cccnc1, [K+], [K+], COC(=O)c1sc2ccc(Cl)nc2c1N, O=C([O-])[O-], CN(C)C=O. Product: COC(=O)c1sc2ccc(-c3cccnc3)nc2c1N. RXN SMILES: [CH2:16]([B:17]([CH2:18][CH3:25])[c:19]1[cH:20][n:21][cH:22][cH:23][cH:24]1)[CH3:26].[K+:27].[K+:28].[NH2:1][c:2]1[c:3]([C:12](=[O:13])[O:14][CH3:15])[s:4][c:5]2[c:6]1[n:7][c:8]([Cl:11])[cH:9][cH:10]2.[O-:29][C:30]([O-:31])=[O:32].[O:33]=[CH:34][N:35]([CH3:36])[CH3:37]>>[NH2:1][c:2]1[c:3]([C:12](=[O:13])[O:14][CH3:15])[s:4][c:5]2[c:6]1[n:7][c:8](-[c:19]1[cH:20][n:21][cH:22][cH:23][cH:24]1)[cH:9][cH:10]2. The product is C(C)C=1SC(=CC1C=O)CC (2,5-diethylthiophene-3-carboxaldehyde), D6. As a reaction SMILES: Br[C:2]1[CH:6]=[C:5]([CH2:7][CH3:8])[S:4][C:3]=1[CH2:9][CH3:10].[Li]CCCC.CN([CH:19]=[O:20])C>CCOCC>[CH2:9]([C:3]1[S:4][C:5]([CH2:7][CH3:8])=[CH:6][C:2]=1[CH:19]=[O:20])[CH3:10]. Reactants: [Li]CCCC (n-BuLi), CN(C)C=O (DMF), BrC1=C(SC(=C1)CC)CC (3-bromo-2,5-diethyl thiophene), C6. Procedure details: To a solution of 3-bromo-2,5-diethyl thiophene, C6, (9.1 g, 41 mmol) in 100 mL of dry Et2O cooled to -78° C. was added n-BuLi (26.2 mL, 42 mmol) dropwise. The bath temperature was allowed to rise to -20° C. and DMF (6.3 mL, 82 mmol) was added. The reaction mixture was allowed to warm to room temperature overnight. The reaction was quenched with NH4Cl (aq) and extracted with Et2O. The organic layer washed twice with water and brine and then dried (MgSO4). After evaporation of solvent, the crude p... Solvent: CCOCC (Et2O). Starting materials: CO, COc1cc2nccc(Oc3ccc(NC(=O)Nc4cc(C)on4)c(Cl)c3)c2cc1OC, O=[N+]([O-])O. The product is COc1cc2nccc(Oc3ccc(NC(=O)Nc4cc(C)on4)c(Cl)c3)c2cc1OC, O=[N+]([O-])O. Reaction SMILES: [CH3:37][OH:38].[Cl:1][c:2]1[c:3]([NH:23][C:24](=[O:25])[NH:26][c:27]2[n:28][o:29][c:30]([CH3:32])[cH:31]2)[cH:4][cH:5][c:6]([O:8][c:9]2[cH:10][cH:11][n:12][c:13]3[cH:14][c:15]([O:21][CH3:22])[c:16]([O:19][CH3:20])[cH:17][c:18]23)[cH:7]1.[OH:33][N+:34]([O-:35])=[O:36]>>[Cl:1][c:2]1[c:3]([NH:23][C:24](=[O:25])[NH:26][c:27]2[n:28][o:29][c:30]([CH3:32])[cH:31]2)[cH:4][cH:5][c:6]([O:8][c:9]2[cH:10][cH:11][n:12][c:13]3[cH:14][c:15]([O:21][CH3:22])[c:16]([O:19][CH3:20])[cH:17][c:18]23)[cH:7]1.[O:33]=[N+:34]([OH:35])[O-:36].